From a dataset of the Open Reaction Database (ORD), a public repository of structured organic reaction records. describe an organic reaction: reactants, conditions, products, and yield Reactants: C(C)OC(=O)CN1CCN(CCN(CCNCC1)CC(=O)OCC)CC(=O)OCC (N,N',N"-tris-(ethoxycarbonylmethyl)-1,4,7,10-tetraazacyclododecane), C(CCC)N(S(=O)(=O)C)CC1OC1 (N-butyl-N-[(2-oxiranyl)-methyl]-methanesulfonic acid amide). Solvent: C(C)O (ethanol). The product is C(CCC)N(CC(CN1CCN(CCN(CCN(CC1)CC(=O)OCC)CC(=O)OCC)CC(=O)OCC)O)S(=O)(=O)C (1-[3-(N-Butyl-mesylamino)-2-hydroxypropyl]-4,7,10-tris-(ethoxycarbonylmethyl)-1,4,7,10-tetraazacyclododecane). RXN SMILES: [CH2:1]([O:3][C:4]([CH2:6][N:7]1[CH2:18][CH2:17][NH:16][CH2:15][CH2:14][N:13]([CH2:19][C:20]([O:22][CH2:23][CH3:24])=[O:21])[CH2:12][CH2:11][N:10]([CH2:25][C:26]([O:28][CH2:29][CH3:30])=[O:27])[CH2:9][CH2:8]1)=[O:5])[CH3:2].[CH2:31]([N:35]([CH2:40][CH:41]1[CH2:43][O:42]1)[S:36]([CH3:39])(=[O:38])=[O:37])[CH2:32][CH2:33][CH3:34]>C(O)C>[CH2:31]([N:35]([S:36]([CH3:39])(=[O:38])=[O:37])[CH2:40][CH:41]([OH:42])[CH2:43][N:16]1[CH2:15][CH2:14][N:13]([CH2:19][C:20]([O:22][CH2:23][CH3:24])=[O:21])[CH2:12][CH2:11][N:10]([CH2:25][C:26]([O:28][CH2:29][CH3:30])=[O:27])[CH2:9][CH2:8][N:7]([CH2:6][C:4]([O:3][CH2:1][CH3:2])=[O:5])[CH2:18][CH2:17]1)[CH2:32][CH2:33][CH3:34]. Procedure details: 200 ml of absolute ethanol is poured over 8.61 g (20 mmol) of N,N',N"-tris-(ethoxycarbonylmethyl)-1,4,7,10-tetraazacyclododecane (produced according to DE 36 25 417 A1) in a bomb tube. After 4.15 g (20 mmol) of N-butyl-N-[(2-oxiranyl)-methyl]-methanesulfonic acid amide is added (Example 2a), the bomb tube is closed, flushed with nitrogen, and the resulting reaction mixture is heated for 16 hours to 90° C. After the reaction (TLC control) is completed, the solvent is evaporated in a vacuum and th... Starting materials: [Si](C)(C)(C(C)(C)C)Cl (tert-butyldimethylsilyl chloride), ClC1=CC2=C(N(C=N2)[C@@H]2CO[C@@H]([C@H](C2)O)CO)C=C1Cl ((3S,5S,6R)-5,6-dichloro-1-(tetrahydro-5-hydroxy-6-(hydroxymethyl)-2H-pyran-3-yl)-1H-benzimidazole), CN(C)C=O (DMF), N1C=NC=C1 (imidazole). Run in O (water). Reaction conditions: time 8 hour. The product is ClC1=CC2=C(N(C=N2)[C@@H]2CO[C@@H]([C@H](C2)O)CO[Si](C)(C)C(C)(C)C)C=C1Cl ((3S,5S,6R)-5,6-dichloro-1-(6-(((tert-butyldimethylsilyl)oxy)methyl)-tetrahydro-5-hydroxy-2H-pyran-3-yl)-1H-benzimidazole). The yield is 49.0%. RXN SMILES: [Cl:1][C:2]1[C:19]([Cl:20])=[CH:18][C:5]2[N:6]([C@H:9]3[CH2:14][C@H:13]([OH:15])[C@@H:12]([CH2:16][OH:17])[O:11][CH2:10]3)[CH:7]=[N:8][C:4]=2[CH:3]=1.CN(C=O)C.N1C=CN=C1.[Si:31](Cl)([C:34]([CH3:37])([CH3:36])[CH3:35])([CH3:33])[CH3:32]>O>[Cl:1][C:2]1[C:19]([Cl:20])=[CH:18][C:5]2[N:6]([C@H:9]3[CH2:14][C@H:13]([OH:15])[C@@H:12]([CH2:16][O:17][Si:31]([C:34]([CH3:37])([CH3:36])[CH3:35])([CH3:33])[CH3:32])[O:11][CH2:10]3)[CH:7]=[N:8][C:4]=2[CH:3]=1. Procedure: To a stirred suspension of (3S,5S,6R)-5,6-dichloro-1-(tetrahydro-5-hydroxy-6-(hydroxymethyl)-2H-pyran-3-yl)-1H-benzimidazole (example 36, 1.50 g, 4.73 mmol) in 15 ML of dry DMF at 0° C. was added imidazole (0.40 g, 5.68 mmol) followed by tert-butyldimethylsilyl chloride (0.81 g, 5.20 mmol). The reaction was allowed to warm to room temperature, stirred overnight then diluted with water (100 ML) and extracted with chloroform (100 ML). The organic layer was dried over sodium sulfate, filtered and t... RXN SMILES: O[O:2][S:3]([O-:5])=O.[K+].[CH:7]([N:10]1[N:19]=[C:18]([NH:20][C:21]2[CH:25]=[C:24]([CH3:26])[NH:23][N:22]=2)[C:17]2[C:12](=[CH:13][C:14](SC)=[CH:15][CH:16]=2)[C:11]1=[O:29])([CH3:9])[CH3:8].O1CCOC[CH2:31]1.O>O>[CH:7]([N:10]1[N:19]=[C:18]([NH:20][C:21]2[CH:25]=[C:24]([CH3:26])[NH:23][N:22]=2)[C:17]2[C:12](=[CH:13][C:14]([S:3]([CH3:31])(=[O:5])=[O:2])=[CH:15][CH:16]=2)[C:11]1=[O:29])([CH3:9])[CH3:8] |f:0.1,3.4|. Conditions: time 1 hour. Procedure details: Oxone (0.88 g, 1.4 mmol) was added in one portion to a stirred solution of 2-isopropyl-4-(5-methyl-1H-pyrazol-3-ylamino)-7-methylsulfanyl-2H-phthalazin-1-one (0.12 g, 0.36 mmol) in a 4:1 mixture of dioxane/water (1.2 ml) and the reaction mixture was stirred at room temperature for one hour. The reaction mixture was diluted with water (5 ml) and the solution was extracted with ethyl acetate (3×75 ml), the organic layers were combined, dried (MgSO4), filtered and concentrated under vacuum to give ... The yield is 25.0%. Solvent: O (water). The product is C(C)(C)N1C(C2=CC(=CC=C2C(=N1)NC1=NNC(=C1)C)S(=O)(=O)C)=O (2-Isopropyl-7-methanesulfonyl-4-(5-methyl-1H-pyrazol-3-ylamino)-2H-phthalazin-1-one). The reactants are OOS(=O)[O-].[K+] (Oxone), C(C)(C)N1C(C2=CC(=CC=C2C(=N1)NC1=NNC(=C1)C)SC)=O (2-isopropyl-4-(5-methyl-1H-pyrazol-3-ylamino)-7-methylsulfanyl-2H-phthalazin-1-one), O1CCOCC1.O (dioxane water). The reactants are CN1C2CNCC1CCC2 (9-Methyl-3,9-diaza-bicyclo[3.3.1]nonane), [N+](=O)([O-])C1=CC=C(C=C1)C1=CC=C(O1)C(=O)Cl (5-(4-nitro-phenyl)-furan-2-carboxylic acid chloride). Solvent: COCCOC (1,2-dimethoxyethane). Yields the product Cl.CN1C2CN(CC1CCC2)C(=O)C=2OC(=CC2)C2=CC=C(C=C2)[N+](=O)[O-] ((9-Methyl-3,9-diaza-bicyclo[3.3.1]non-3-yl)-[5-(4-nitro-phenyl)-furan-2-yl]-methanone hydrochloric acid salt). Reaction SMILES: [CH3:1][N:2]1[CH:7]2[CH2:8][CH2:9][CH2:10][CH:3]1[CH2:4][NH:5][CH2:6]2.[N+:11]([C:14]1[CH:19]=[CH:18][C:17]([C:20]2[O:24][C:23]([C:25]([Cl:27])=[O:26])=[CH:22][CH:21]=2)=[CH:16][CH:15]=1)([O-:13])=[O:12]>COCCOC>[ClH:27].[CH3:1][N:2]1[CH:7]2[CH2:8][CH2:9][CH2:10][CH:3]1[CH2:4][N:5]([C:25]([C:23]1[O:24][C:20]([C:17]3[CH:16]=[CH:15][C:14]([N+:11]([O-:13])=[O:12])=[CH:19][CH:18]=3)=[CH:21][CH:22]=1)=[O:26])[CH2:6]2 |f:3.4|. Procedure details: 9-Methyl-3,9-diaza-bicyclo[3.3.1]nonane (2.0 g, 14.3 mmol), 5-(4-nitro-phenyl)-furan-2-carboxylic acid chloride (3.59 g, 14.3 mmol) and 1,2-dimethoxyethane (40 ml) was stirred at room temperature for 15 hours. The product was filtered and was purified by washing with 1,2-dimethoxyethane (100 ml). Yield 5.24 g (94%). Mp. 263° C. The reactants are C=CCC(CC(=O)OC(C)(C)C)c1nc(C(=O)O)co1, CNC, CCN=C=NCCCN(C)C, CCN(C(C)C)C(C)C, ClCCl, Cl, Cl, O, On1nnc2ccccc21. The product is C=CCC(CC(=O)OC(C)(C)C)c1nc(C(=O)N(C)C)co1. RXN SMILES: [C:1]([CH3:2])([CH3:3])([CH3:4])[O:5][C:6]([CH2:7][CH:8]([CH2:9][CH:10]=[CH2:11])[c:12]1[o:13][cH:14][c:15]([C:17](=[O:18])[OH:19])[n:16]1)=[O:20].[CH3:33][NH:34][CH3:35].[CH3:46][N:47]([CH3:48])[CH2:49][CH2:50][CH2:51][N:52]=[C:53]=[N:54][CH2:55][CH3:56].[CH:36]([N:37]([CH2:38][CH3:39])[CH:40]([CH3:41])[CH3:42])([CH3:43])[CH3:44].[Cl:57][CH2:58][Cl:59].[ClH:32].[ClH:45].[OH2:21].[OH:22][n:23]1[c:24]2[cH:25][cH:26][cH:27][cH:28][c:29]2[n:30][n:31]1>>[C:1]([CH3:2])([CH3:3])([CH3:4])[O:5][C:6]([CH2:7][CH:8]([CH2:9][CH:10]=[CH2:11])[c:12]1[o:13][cH:14][c:15]([C:17](=[O:18])[N:34]([CH3:33])[CH3:35])[n:16]1)=[O:20].